From a dataset of the Open Reaction Database (ORD), a public repository of structured organic reaction records. describe an organic reaction: reactants, conditions, products, and yield The reactants are C(C)(C)(C)C=1C=C(C=CC1)C=1N=C(C2=CC(=C(C=C2C1)OC)OC)C (3-(3-(tert-Butyl)phenyl)-6,7-dimethoxy-1-methylisoquinoline), C1CC(=O)N(C1=O)Br (NBS). Reagents/catalysts: CC(C)(C#N)N=NC(C)(C)C#N (AIBN). The solvent is CCCCCC (hexane), C(Cl)(Cl)(Cl)Cl (CCl4). Product: CCOC(=O)C.CCCCCC (EtOAc hexane). Isolated yield 168.4%. As a reaction SMILES: [C:1]([C:5]1C=C(C2N=C(C)C3C(C=2)=C[C:17]([O:21]C)=[C:16](OC)C=3)[CH:8]=[CH:9][CH:10]=1)(C)(C)[CH3:2].[CH2:26]1[C:31](=[O:32])N(Br)C(=O)C1>C(Cl)(Cl)(Cl)Cl.CCCCCC.CC(N=NC(C#N)(C)C)(C#N)C>[CH3:16][CH2:17][O:21][C:31]([CH3:26])=[O:32].[CH3:2][CH2:1][CH2:5][CH2:10][CH2:9][CH3:8] |f:5.6|. Reported procedure: 3-(3-(tert-Butyl)phenyl)-6,7-dimethoxy-1-methylisoquinoline (400 mg), NBS (223 mg, 1.05 eq.), and AIBN (20 mg, 0.1 eq.) in 7 mL CCl4 were heated at 85° C. for 2 hours. Reaction mixture was then cooled to room temperature and diluted with hexane. Solid precipitate was filtered off and filtrate was concentrated. Chromatography achieved using ISCO max gradient 15% EtOAc/hexane yielding product as a white solid (350 mg, 71% yield). 1H NMR (400 MHz) (CDCl3) δ 8.15-8.14 (m, 1H), 7.94-7.91 (m, 2H), 7.4... Starting materials: C(C)OC(C)=O.Cl (hydrogen chloride ethyl acetate), C(C)(=O)OCC (ethyl acetate), C(C)(C)(C)OC(N(CCN(CC1=CC=NC=C1)CCCOC=1C=C2C=CC(N(C2=CC1)C)=O)C)=O (methyl-(2-{[3-(1-methyl-2-oxo-1,2-dihydro-quinolin-6-yloxy)-propyl]-pyridin-4-ylmethyl-amino}-ethyl)-carbamic acid tert-butyl ester), HCO3. The yield is 109.4%. Run at time 8 hour. Product: CN1C(C=CC2=CC(=CC=C12)OCCCN(CC1=CC=NC=C1)CCNC)=O (1-Methyl-6-{3-[(2-methylamino-ethyl)-pyridin-4-ylmethyl-amino]-propoxy}-1H-quinolin-2-one). Solvent: CO (methanol). RXN SMILES: C(OC(=O)C)C.Cl.C(OCC)(=O)C.C(O[C:19](=O)[N:20](C)[CH2:21][CH2:22][N:23]([CH2:31][CH2:32][CH2:33][O:34][C:35]1[CH:36]=[C:37]2[C:42](=[CH:43][CH:44]=1)[N:41]([CH3:45])[C:40](=[O:46])[CH:39]=[CH:38]2)[CH2:24][C:25]1[CH:30]=[CH:29][N:28]=[CH:27][CH:26]=1)(C)(C)C>CO>[CH3:45][N:41]1[C:42]2[C:37](=[CH:36][C:35]([O:34][CH2:33][CH2:32][CH2:31][N:23]([CH2:22][CH2:21][NH:20][CH3:19])[CH2:24][C:25]3[CH:30]=[CH:29][N:28]=[CH:27][CH:26]=3)=[CH:44][CH:43]=2)[CH:38]=[CH:39][C:40]1=[O:46] |f:0.1|. Procedure: A 4N-hydrogen chloride ethyl acetate solution(48 ml) was added to an ethyl acetate solution (300 ml) of methyl-(2-{[3-(1-methyl-2-oxo-1,2-dihydro-quinolin-6-yloxy)-propyl]-pyridin-4-ylmethyl-amino}-ethyl)-carbamic acid tert-butyl ester (11.5 g), and the mixture was stirred at room temperature overnight. The reaction mixture was condensed under reduced pressure. PL-HCO3(40 g) was added to the methanol solution of the residue and followed by celite filtration. The filtrate was condensed under redu...